Dataset: the Open Reaction Database (ORD), a public repository of structured organic reaction records. Task: describe an organic reaction: reactants, conditions, products, and yield Reactants: C(C)(=O)OCC (ethyl acetate), [Cl-].[Na+] (sodium chloride), NCC1(CCOCC1)NC(OC(C)(C)C)=O (tert-butyl (4-(aminomethyl)tetrahydro-2H-pyran-4-yl)carbamate), C([O-])([O-])=O.[Na+].[Na+] (sodium carbonate). Run in CC(=O)C (acetone), O (water), C(C1=CC=CC=C1)OC(=O)Cl (benzyloxycarbonyl chloride). Reaction conditions: time 2 hour. Product: C(C1=CC=CC=C1)OC(=O)NCC1(CCOCC1)NC(OC(C)(C)C)=O (tert-butyl (4-(((benzyloxycarbonyl)amino)methyl)tetrahydro-2H-pyran-4-yl)carbamate). As a reaction SMILES: [NH2:1][CH2:2][C:3]1([NH:9][C:10](=[O:16])[O:11][C:12]([CH3:15])([CH3:14])[CH3:13])[CH2:8][CH2:7][O:6][CH2:5][CH2:4]1.C(=O)([O-])[O-].[Na+].[Na+].[C:23]([O:26][CH2:27][CH3:28])(=[O:25])C.[Cl-].[Na+]>CC(C)=O.O.C(OC(Cl)=O)C1C=CC=CC=1>[CH2:27]([O:26][C:23]([NH:1][CH2:2][C:3]1([NH:9][C:10](=[O:16])[O:11][C:12]([CH3:13])([CH3:15])[CH3:14])[CH2:4][CH2:5][O:6][CH2:7][CH2:8]1)=[O:25])[C:28]1[CH:7]=[CH:8][CH:3]=[CH:4][CH:5]=1 |f:1.2.3,5.6|. Procedure: To a suspension of tert-butyl (4-(aminomethyl)tetrahydro-2H-pyran-4-yl)carbamate (G15, 195 mg) and sodium carbonate (449 mg) in acetone (5 mL) and water (2 mL), benzyloxycarbonyl chloride (241 μL) was added at room temperature, and the mixture was stirred at the same temperature for 2 hours. To the reaction mixture, ethyl acetate and saturated aqueous sodium chloride were added. The organic layer was separated, and dried over anhydrous sodium sulfate, and the solvent was evaporated under reduced... The reactants are S1C2=C(C=C1C1=NC(=NC=C1C(F)(F)F)O)C=CC=C2 (4-(Benzo[b]thiophen-2-yl)-5-(trifluoromethyl)pyrimidin-2-ol), P(=O)(Cl)(Cl)Cl (phosphorous oxychloride). Conditions: temperature 100 celsius. Product: S1C2=C(C=C1C1=NC(=NC=C1C(F)(F)F)Cl)C=CC=C2 (4-(Benzo[b]thiophen-2-yl)-2-chloro-5-(trifluoromethyl)pyrimidine). Reaction SMILES: [S:1]1[C:5]([C:6]2[C:11]([C:12]([F:15])([F:14])[F:13])=[CH:10][N:9]=[C:8](O)[N:7]=2)=[CH:4][C:3]2[CH:17]=[CH:18][CH:19]=[CH:20][C:2]1=2.P(Cl)(Cl)([Cl:23])=O>>[S:1]1[C:5]([C:6]2[C:11]([C:12]([F:15])([F:14])[F:13])=[CH:10][N:9]=[C:8]([Cl:23])[N:7]=2)=[CH:4][C:3]2[CH:17]=[CH:18][CH:19]=[CH:20][C:2]1=2. Procedure: 4-(Benzo[b]thiophen-2-yl)-5-(trifluoromethyl)pyrimidin-2-ol (0.28 g, 0.94 mmol) was treated with phosphorous oxychloride (6 mL) and the mixture was heated to 100° C. overnight. The volatiles were removed in vacuo and residual phosphorous oxycloride was azeotroped with toluene. The resulting residue was dissolved in chloroform, washed successively with cold water, saturated aqueous solution of sodium bicarbonate, water again and brine. The organic solution was dried with sodium sulfate and passed...